Dataset: the Open Reaction Database (ORD), a public repository of structured organic reaction records. Task: describe an organic reaction: reactants, conditions, products, and yield The reactants are CCc1cc(C(F)(F)F)ccc1C(=O)O, Cl, Cl, NC1CCCCC1N1CCCC1. Product: CCc1cc(C(F)(F)F)ccc1C(=O)NC1CCCCC1N1CCCC1. Reaction SMILES: [CH2:15]([CH3:16])[c:17]1[c:18]([C:19](=[O:20])[OH:21])[cH:22][cH:23][c:24]([C:26]([F:27])([F:28])[F:29])[cH:25]1.[ClH:1].[ClH:2].[N:3]1([CH:8]2[CH:9]([NH2:14])[CH2:10][CH2:11][CH2:12][CH2:13]2)[CH2:4][CH2:5][CH2:6][CH2:7]1>>[N:3]1([CH:8]2[CH:9]([NH:14][C:19]([c:18]3[c:17]([CH2:15][CH3:16])[cH:25][c:24]([C:26]([F:27])([F:28])[F:29])[cH:23][cH:22]3)=[O:20])[CH2:10][CH2:11][CH2:12][CH2:13]2)[CH2:4][CH2:5][CH2:6][CH2:7]1. The reactants are Cc1cc(Br)ccc1I, CCCC[Sn](CCCC)(CCCC)c1nccs1, C1CCOC1. Yields the product Cc1cc(Br)ccc1-c1nccs1. Reaction SMILES: [Br:1][c:2]1[cH:3][cH:4][c:5]([I:9])[c:6]([CH3:8])[cH:7]1.[CH2:10]([Sn:11]([CH2:12][CH2:13][CH2:14][CH3:20])([c:15]1[s:16][cH:17][cH:18][n:19]1)[CH2:21][CH2:22][CH2:23][CH3:24])[CH2:25][CH2:26][CH3:27].[CH2:28]1[O:29][CH2:30][CH2:31][CH2:32]1>>[Br:1][c:2]1[cH:3][cH:4][c:5](-[c:15]2[s:16][cH:17][cH:18][n:19]2)[c:6]([CH3:8])[cH:7]1. Starting materials: O=C1CCC(=O)N1Br, ClC(Cl)Cl, ClCc1coc(-c2ccc(Cn3cnc4ccccc43)cc2)n1. The product is ClCc1nc(-c2ccc(Cn3cnc4ccccc43)cc2)oc1Br. As a reaction SMILES: [Br:24][N:25]1[C:26](=[O:27])[CH2:28][CH2:29][C:30]1=[O:31].[CH:32]([Cl:33])([Cl:34])[Cl:35].[Cl:1][CH2:2][c:3]1[n:4][c:5](-[c:8]2[cH:9][cH:10][c:11]([CH2:12][n:13]3[cH:14][n:15][c:16]4[c:17]3[cH:18][cH:19][cH:20][cH:21]4)[cH:22][cH:23]2)[o:6][cH:7]1>>[Cl:1][CH2:2][c:3]1[n:4][c:5](-[c:8]2[cH:9][cH:10][c:11]([CH2:12][n:13]3[cH:14][n:15][c:16]4[c:17]3[cH:18][cH:19][cH:20][cH:21]4)[cH:22][cH:23]2)[o:6][c:7]1[Br:24]. Reactants: NC1=CC(=C(C(=O)NC2CCN(CC2)CC2CCN(CC2)C(=O)OC2=CC=CC=C2)C=C1Cl)OC (4-amino-5-chloro-2-methoxy-N-[1-(1-phenoxycarbonyl-4-piperidinylmethyl)-4-piperidinyl]benzamide), ClC(=O)OC1=CC=CC=C1 (phenyl chloroformate), solution, CN (methylamine). Run in C(C)O (ethanol). Conditions: temperature 110 celsius. Product: NC1=CC(=C(C(=O)NC2CCN(CC2)CC2CCN(CC2)C(NC)=O)C=C1Cl)OC (4-amino-5-chloro-2-methoxy-N-[1-(1-methylcarbamoyl-4-piperidinylmethyl)-4-piperidinyl]benzamide). Reaction SMILES: [NH2:1][C:2]1[C:32]([Cl:33])=[CH:31][C:5]([C:6]([NH:8][CH:9]2[CH2:14][CH2:13][N:12]([CH2:15][CH:16]3[CH2:21][CH2:20][N:19]([C:22](OC4C=CC=CC=4)=[O:23])[CH2:18][CH2:17]3)[CH2:11][CH2:10]2)=[O:7])=[C:4]([O:34][CH3:35])[CH:3]=1.ClC(OC1C=CC=CC=1)=O.[CH3:46][NH2:47]>C(O)C>[NH2:1][C:2]1[C:32]([Cl:33])=[CH:31][C:5]([C:6]([NH:8][CH:9]2[CH2:14][CH2:13][N:12]([CH2:15][CH:16]3[CH2:21][CH2:20][N:19]([C:22](=[O:23])[NH:47][CH3:46])[CH2:18][CH2:17]3)[CH2:11][CH2:10]2)=[O:7])=[C:4]([O:34][CH3:35])[CH:3]=1. Procedure details: To 4-amino-5-chloro-2-methoxy-N-[1-(1-phenoxycarbonyl-4-piperidinylmethyl)-4-piperidinyl]benzamide (880 mg), which is prepared in a similar manner as in Example 1 except that phenyl chloroformate is used instead of dimethylcarbamoyl chloride, is added a 30% solution of methylamine in ethanol (20 ml), and the mixture is heated at 110° C. for 8 hours in a sealed tube. The mixture is concentrated to dryness under reduced pressure, and to the residue is added chloroform. The solution is washed with ... Yields the product COC(=O)c1cc(NC(C)=O)ccc1OC. As a reaction SMILES: [C:33]([O:34][CH2:35][CH3:36])(=[O:37])[CH3:38].[CH2:27]1[CH2:28][CH2:29][CH2:30][CH2:31][CH2:32]1.[CH3:1][O:2][c:3]1[c:4]([C:5](=[O:6])[O:7][CH3:8])[cH:9][c:10]([NH2:13])[cH:11][cH:12]1.[CH3:20][C:21](=[O:22])[O:23][C:24](=[O:25])[CH3:26].[O:39]1[CH2:40][CH2:41][CH2:42][CH2:43]1.[cH:14]1[cH:15][cH:16][n:17][cH:18][cH:19]1>>[CH3:1][O:2][c:3]1[c:4]([C:5](=[O:6])[O:7][CH3:8])[cH:9][c:10]([NH:13][C:21]([CH3:20])=[O:22])[cH:11][cH:12]1. Reactants: CCOC(C)=O, C1CCCCC1, COC(=O)c1cc(N)ccc1OC, CC(=O)OC(C)=O, C1CCOC1, c1ccncc1.